Dataset: the Open Reaction Database (ORD), a public repository of structured organic reaction records. Task: describe an organic reaction: reactants, conditions, products, and yield The reactants are Cl (hydrochloric acid), CC1([C@@H]([C@@H]1\C=C/C(OCC1=CC=CC=C1)=O)C(=O)Cl)C ((1R,cis) 2,2-dimethyl-3-[(Z) 3-oxo-3-benzyloxy-1-propenyl]-cyclopropane-carboxylic acid chloride), CC1([C@@H]([C@@H]1\C=C/C(=O)OCC(F)(F)F)C(=O)O[C@@H](C1=CC(=CC=C1)OC1=CC=CC=C1)C#N)C ((S)α-cyano-3-phenoxy-benzyl (1R,cis) 2,2-dimethyl-3-[(Z) 3-(2,2,2-trifluoroethoxy)-3-oxo-1-propenyl]-cyclopropane-carboxylate), C1=CC=CC=C1 (benzene). Solvent: O (water), N1=CC=CC=C1 (pyridine). Reaction conditions: time 6 hour. Yields the product CC1([C@@H]([C@@H]1\C=C/C(OCC1=CC=CC=C1)=O)C(=O)O[C@@H]1C(=C(C(C1)=O)CC=C)C)C ((1S)-2-methyl-4-oxo-3-(2-propenyl)-2-cyclopenten-1-yl (1R,cis) 2,2-dimethyl-3-[(Z) 3-oxo-3-benzyloxy-1-propenyl]-cyclopropane-carboxylate). RXN SMILES: [CH3:1][C:2]1([CH3:20])[C@@H:4](/[CH:5]=[CH:6]\[C:7](=[O:16])[O:8][CH2:9][C:10]2[CH:15]=[CH:14][CH:13]=[CH:12][CH:11]=2)[C@H:3]1[C:17](Cl)=[O:18].CC1(C)[C@@H](/C=C\C(OCC(F)(F)F)=O)[C@H]1C([O:37][C@H:38]([C:52]#N)[C:39]1[CH:44]=[CH:43][CH:42]=[C:41]([O:45]C2C=CC=CC=2)[CH:40]=1)=O.[CH:55]1C=CC=CC=1.Cl>O.N1C=CC=CC=1>[CH3:1][C:2]1([CH3:20])[C@@H:4](/[CH:5]=[CH:6]\[C:7](=[O:16])[O:8][CH2:9][C:10]2[CH:15]=[CH:14][CH:13]=[CH:12][CH:11]=2)[C@H:3]1[C:17]([O:45][C@H:41]1[CH2:52][C:38](=[O:37])[C:39]([CH2:44][CH:43]=[CH2:42])=[C:40]1[CH3:55])=[O:18]. Reported procedure: 1 g of (1R,cis) 2,2-dimethyl-3-[(Z) 3-oxo-3-benzyloxy-1-propenyl]-cyclopropane-carboxylic acid chloride was added to a mixture of 450 mg of (S) 3-(2-propenyl)-1-hydroxy-2-methyl-4-oxo-cyclopent-2-en-1-yl, 20 ml of benzene and 0.6 ml of pyridine and the mixture was stirred for 6 hours and was then poured into a mixture of iced water and N hydrochloric acid. The mixture was extracted with benzene and the combined benzene phases was washed with water, dried and evaporated to dryness. The 1.5 g of r...